Dataset: the Open Reaction Database (ORD), a public repository of structured organic reaction records. Task: describe an organic reaction: reactants, conditions, products, and yield RXN SMILES: [CH2:46]1[O:47][CH2:48][CH2:49][CH2:50]1.[Li+:45].[O:1]=[S:2]1(=[O:42])[CH2:3][C:4]([CH2:34][CH2:35][CH2:36][CH3:37])([CH2:38][CH2:39][CH2:40][CH3:41])[CH2:5][N:6]([c:20]2[cH:21][cH:22][c:23]([NH:26][C:27](=[O:28])[O:29][C:30]([CH3:31])([CH3:32])[CH3:33])[cH:24][cH:25]2)[c:7]2[c:8]1[cH:9][c:10]([O:13][CH2:14][C:15](=[O:16])[O:17][CH2:18][CH3:19])[cH:11][cH:12]2.[OH-:44].[OH2:43]>>[O:1]=[S:2]1(=[O:42])[CH2:3][C:4]([CH2:34][CH2:35][CH2:36][CH3:37])([CH2:38][CH2:39][CH2:40][CH3:41])[CH2:5][N:6]([c:20]2[cH:21][cH:22][c:23]([NH:26][C:27](=[O:28])[O:29][C:30]([CH3:31])([CH3:32])[CH3:33])[cH:24][cH:25]2)[c:7]2[c:8]1[cH:9][c:10]([O:13][CH2:14][C:15](=[O:16])[OH:17])[cH:11][cH:12]2. The product is CCCCC1(CCCC)CN(c2ccc(NC(=O)OC(C)(C)C)cc2)c2ccc(OCC(=O)O)cc2S(=O)(=O)C1. Reactants: C1CCOC1, [Li+], CCCCC1(CCCC)CN(c2ccc(NC(=O)OC(C)(C)C)cc2)c2ccc(OCC(=O)OCC)cc2S(=O)(=O)C1, [OH-], O. Starting materials: BrC=1C(=CC2=C(C=3N(CCO2)C(=C(N3)C(=O)N)C(=O)NC)C1)F (10-bromo-9-fluoro-N3-methyl-5,6-dihydroimidazo[1,2-d][1,4]benzoxazepine-2,3-dicarboxamide), CC1=CC(=NO1)[C@@](C)(C#C)O ((2R)-2-(5-methylisoxazol-3-yl)but-3-yn-2-ol). The product is O[C@@](C#CC=1C=CC2=C(C=3N(CCO2)C(=C(N3)C(=O)N)C(=O)NC)C1)(C)C1=NOC(=C1)C (10-[(3R)-3-hydroxy-3-(5-methylisoxazol-3-yl)but-1-ynyl]-N3-methyl-5,6-dihydroimidazo[1,2-d][1,4]benzoxazepine-2,3-dicarboxamide). Reaction SMILES: Br[C:2]1[C:3](F)=[CH:4][C:5]2[O:11][CH2:10][CH2:9][N:8]3[C:12]([C:18]([NH:20][CH3:21])=[O:19])=[C:13]([C:15]([NH2:17])=[O:16])[N:14]=[C:7]3[C:6]=2[CH:22]=1.[CH3:24][C:25]1[O:29][N:28]=[C:27]([C@:30]([OH:34])([C:32]#[CH:33])[CH3:31])[CH:26]=1>>[OH:34][C@:30]([C:27]1[CH:26]=[C:25]([CH3:24])[O:29][N:28]=1)([CH3:31])[C:32]#[C:33][C:2]1[CH:3]=[CH:4][C:5]2[O:11][CH2:10][CH2:9][N:8]3[C:12]([C:18]([NH:20][CH3:21])=[O:19])=[C:13]([C:15]([NH2:17])=[O:16])[N:14]=[C:7]3[C:6]=2[CH:22]=1. Procedure: 10-Bromo-3-iodo-5,6-dihydroimidazo[1,2-d][1,4]benzoxazepine-2-carboxamide (5 g) was subjected similar to as described in Example 6 to yield 4.2 g of methyl 10-bromo-2-carbamoyl-5,6-dihydroimidazo[1,2-d][1,4]benzoxazepine-3-carboxylate. Methyl 10-bromo-2-carbamoyl-5,6-dihydroimidazo[1,2-d][1,4]benzoxazepine-3-carboxylate (0.52 g) was subjected to lithium hydroxide water/THF to give 0.44 g of 10-bromo-2-carbamoyl-5,6-dihydroimidazo[1,2-d][1,4]benzoxazepine-3-carboxylic acid. 10-bromo-2-carbamoyl-5... The reactants are C(C)OC([C@@H](CCCN(CCC)CCC)N(C)CC1=CC=C(C=C1)CN(CC=1N(C=CN1)C)CC=1NC=CN1)=O (5-dipropylamino-(2R)-[(4-{[(1H-imidazol-2-ylmethyl)-(1-methyl-1H-imidazol-2-ylmethyl)-amino]-methyl}-benzyl)-methyl-amino]-pentanoic acid ethyl ester). Run in Cl (hydrochloric acid), Cl (hydrochloride), O (water). Product: C(CC)N(CCC[C@H](C(=O)O)N(C)CC1=CC=C(C=C1)CN(CC=1N(C=CN1)C)CC=1NC=CN1)CCC (5-dipropylamino-(2R)-[(4-{[(1H-imidazol-2-ylmethyl)-(1-methyl-1H-imidazol-2-ylmethyl)-amino]-methyl}-benzyl)-methyl-amino]-pentanoic acid). RXN SMILES: C([O:3][C:4](=[O:40])[C@H:5]([N:16]([CH2:18][C:19]1[CH:24]=[CH:23][C:22]([CH2:25][N:26]([CH2:34][C:35]2[NH:36][CH:37]=[CH:38][N:39]=2)[CH2:27][C:28]2[N:29]([CH3:33])[CH:30]=[CH:31][N:32]=2)=[CH:21][CH:20]=1)[CH3:17])[CH2:6][CH2:7][CH2:8][N:9]([CH2:13][CH2:14][CH3:15])[CH2:10][CH2:11][CH3:12])C>Cl.O>[CH2:13]([N:9]([CH2:10][CH2:11][CH3:12])[CH2:8][CH2:7][CH2:6][C@@H:5]([N:16]([CH2:18][C:19]1[CH:24]=[CH:23][C:22]([CH2:25][N:26]([CH2:34][C:35]2[NH:36][CH:37]=[CH:38][N:39]=2)[CH2:27][C:28]2[N:29]([CH3:33])[CH:30]=[CH:31][N:32]=2)=[CH:21][CH:20]=1)[CH3:17])[C:4]([OH:40])=[O:3])[CH2:14][CH3:15]. Procedure details: The hydrochloride (200 mg) of the compound obtained in EXAMPLE 96-4 was dissolved in concentrated hydrochloric acid (3 ml) and water (0.2 ml), and the whole was refluxed under heating for 4 hours. After completion of the reaction, the solvent was distilled off, thereby obtaining a hydrochloride (175.1 mg) of the subject compound as a white solid. Reactants: C(C)(C)(C)OC(=O)N1C(CCC1)C=1NC(=C(N1)Br)Br (2-(4,5-dibromo-1H-imidazol-2-yl)-pyrrolidine-1-carboxylic acid tert-butyl ester), C(CCC)[Li] (n-butyllithium), CCCCCC (hexane). Solvent: O1CCCC1 (tetrahydrofuran). Run at temperature -60 celsius, time 30 minute. Product: C(C)(C)(C)OC(=O)N1C(CCC1)C=1NC=C(N1)Br (2-(4-bromo-1H-imidazol-2-yl)-pyrrolidine-1-carboxylic acid tert-butyl ester). Yield: 52.0%. Reaction SMILES: [C:1]([O:5][C:6]([N:8]1[CH2:12][CH2:11][CH2:10][CH:9]1[C:13]1[NH:14][C:15]([Br:19])=[C:16](Br)[N:17]=1)=[O:7])([CH3:4])([CH3:3])[CH3:2].C([Li])CCC.CCCCCC>O1CCCC1>[C:1]([O:5][C:6]([N:8]1[CH2:12][CH2:11][CH2:10][CH:9]1[C:13]1[NH:17][CH:16]=[C:15]([Br:19])[N:14]=1)=[O:7])([CH3:4])([CH3:2])[CH3:3]. Procedure: To a solution of intermediate 47 (75.93 mmol) in dry tetrahydrofuran (300 mL) at −78° C. under nitrogen was added n-butyllithium 2.5M solution in hexane (275 mmol). After completion of addition, the mixture was stirred under nitrogen between −70° C. and −80° C. for 30 min, and then allowed to warm up to −60° C. The reaction was carefully quenched with methanol (20 mL), maintaining the temperature below −40° C. The reaction mixture was then allowed to reach to 0° C., and water (100 mL) and ethyl ... Reactants: NC1=C(C=CC(=C1)C1=CC=C(C=C1)CCCCCCCCCC)O (2-amino-4-(4-decylphenyl)phenol), N1=CC=CC=C1 (pyridine), C(CCCC)[C@@H]1CC[C@H](CC1)C(=O)Cl (trans-4-pentylcyclohexylcarbonyl chloride), O1CCOCC1 (dioxane). Solvent: O (water). Yields the product C(CCCC)[C@@H]1CC[C@H](CC1)C(=O)NC1=C(C=CC(=C1)C1=CC=C(C=C1)CCCCCCCCCC)O (2-(trans-4-pentylcyclohexylcarbonylamino)-4-(4-decylphenyl)phenol). The yield is 56.1%. Reaction SMILES: [NH2:1][C:2]1[CH:7]=[C:6]([C:8]2[CH:13]=[CH:12][C:11]([CH2:14][CH2:15][CH2:16][CH2:17][CH2:18][CH2:19][CH2:20][CH2:21][CH2:22][CH3:23])=[CH:10][CH:9]=2)[CH:5]=[CH:4][C:3]=1[OH:24].[CH2:25]([C@H:30]1[CH2:35][CH2:34][C@H:33]([C:36](Cl)=[O:37])[CH2:32][CH2:31]1)[CH2:26][CH2:27][CH2:28][CH3:29].O1CCOCC1.N1C=CC=CC=1>O>[CH2:25]([C@H:30]1[CH2:31][CH2:32][C@H:33]([C:36]([NH:1][C:2]2[CH:7]=[C:6]([C:8]3[CH:13]=[CH:12][C:11]([CH2:14][CH2:15][CH2:16][CH2:17][CH2:18][CH2:19][CH2:20][CH2:21][CH2:22][CH3:23])=[CH:10][CH:9]=3)[CH:5]=[CH:4][C:3]=2[OH:24])=[O:37])[CH2:34][CH2:35]1)[CH2:26][CH2:27][CH2:28][CH3:29]. Procedure details: Step i) In a 50 ml-three-necked flask, 0.70 g (2.15 mM) of 2-amino-4-(4-decylphenyl)phenol, 0.48 g (2.21 mM) of trans-4-pentylcyclohexylcarbonyl chloride and 20 ml of dioxane were placed. To the mixture, 0.77 ml of pyridine was gradually added dropwise at about 87° C. under stirring, followed by heat-stirring for 1.5 hours at about 87° C. After the reaction, the reaction mixture was poured into 150 ml of water to precipitate a crystal. The crystal was recovered by filtration, washed with methano... The reactants are polyacrylamide, phenol aldehyde, C(C1=CC=CC=C1)(=O)OC1=CC=CC=C1 (phenyl benzoate), aldehyde, C1(=CC=CC=C1)O.C=O (phenol formaldehyde). Run in O (water). Yields the product C(C1=CC=CC=C1)(=O)OC1=CC=CC=C1 (phenyl benzoate), C=O (formaldehyde). Reaction SMILES: [C:1]([O:9][C:10]1[CH:15]=[CH:14][CH:13]=[CH:12][CH:11]=1)(=[O:8])[C:2]1[CH:7]=[CH:6][CH:5]=[CH:4][CH:3]=1.[C:16]1([OH:22])C=CC=CC=1.C=O>O>[C:1]([O:9][C:10]1[CH:15]=[CH:14][CH:13]=[CH:12][CH:11]=1)(=[O:8])[C:2]1[CH:3]=[CH:4][CH:5]=[CH:6][CH:7]=1.[CH2:16]=[O:22] |f:1.2|. Procedure details: This example demonstrates that phenyl benzoate, when combined with an aldehyde, gels a polyacrylamide much slower than would a phenol/aldehyde crosslinking agent. A solution of Phillips HE-B® (5000 ppm), phenyl benzoate (2000 ppm) and formaldehyde (1900 ppm) was prepared in synthetic sea water (pH unadjusted). This solution was observed to have gelled after nine weeks of storage at 210° F., versus overnight for the phenol/formaldehyde-crosslinked composition of Example 1. Reactants: N1CCNCC1 (piperazine), BrC1=C(C(=O)OC)C=CC(=C1)F (methyl 2-bromo-4-fluorobenzoate). The product is BrC1=C(C(=O)OC)C=CC(=C1)N1CCNCC1 (methyl 2-bromo-4-(piperazin-1-yl)benzoate). Reaction SMILES: [NH:1]1[CH2:6][CH2:5][NH:4][CH2:3][CH2:2]1.[Br:7][C:8]1[CH:17]=[C:16](F)[CH:15]=[CH:14][C:9]=1[C:10]([O:12][CH3:13])=[O:11]>>[Br:7][C:8]1[CH:17]=[C:16]([N:1]2[CH2:6][CH2:5][NH:4][CH2:3][CH2:2]2)[CH:15]=[CH:14][C:9]=1[C:10]([O:12][CH3:13])=[O:11]. Reported procedure: This example was prepared by substituting piperazine for EXAMPLE 1B and methyl 2-bromo-4-fluorobenzoate for EXAMPLE 1C in EXAMPLE 1D. The reactants are CC(=O)C.OS(=O)(=O)O.O=[Cr](=O)=O (Jones reagent), FC1=C(C=CC(=C1)F)C1=CC(=CC=C1)N1C(OC(CC1)(C1=CC=CC=C1)CCO)=O (3-(2′,4′-difluorobiphenyl-3-yl)-6-(2-hydroxyethyl)-6-phenyl-1,3-oxazinan-2-one), CrO3, OS(=O)(=O)O (H2SO4), O (water). Solvent: CC(=O)C (acetone). Conditions: time 8 hour. The product is CC(=O)C.OS(=O)(=O)O.O=[Cr](=O)=O (Jones reagent), FC1=C(C=CC(=C1)F)C1=CC(=CC=C1)N1C(OC(CC1)(C1=CC=CC=C1)CC(=O)O)=O (2-(3-(2′,4′-difluorobiphenyl-3-yl)-2-oxo-6-phenyl-1,3-oxazinan-6-yl)acetic acid). The yield is 19.0%. As a reaction SMILES: [OH:1][S:2]([OH:5])(=[O:4])=[O:3].O.[F:7][C:8]1[CH:13]=[C:12]([F:14])[CH:11]=[CH:10][C:9]=1[C:15]1[CH:20]=[CH:19][CH:18]=[C:17]([N:21]2[CH2:26][CH2:25][C:24]([CH2:33][CH2:34][OH:35])([C:27]3[CH:32]=[CH:31][CH:30]=[CH:29][CH:28]=3)[O:23][C:22]2=[O:36])[CH:16]=1.CC(C)=[O:39].OS(O)(=O)=O.[O:46]=[Cr:47](=[O:49])=[O:48]>CC(C)=O>[CH3:25][C:24]([CH3:27])=[O:23].[OH:4][S:2]([OH:5])(=[O:3])=[O:1].[O:46]=[Cr:47](=[O:49])=[O:48].[F:7][C:8]1[CH:13]=[C:12]([F:14])[CH:11]=[CH:10][C:9]=1[C:15]1[CH:20]=[CH:19][CH:18]=[C:17]([N:21]2[CH2:26][CH2:25][C:24]([CH2:33][C:34]([OH:39])=[O:35])([C:27]3[CH:32]=[CH:31][CH:30]=[CH:29][CH:28]=3)[O:23][C:22]2=[O:36])[CH:16]=1 |f:3.4.5,7.8.9|. Procedure details: Jones reagent was prepared by addition of CrO3 (1 g) to H2SO4 (1 mL) and addition of water to bring the total volume to 4 mL. 3-(2′,4′-difluorobiphenyl-3-yl)-6-(2-hydroxyethyl)-6-phenyl-1,3-oxazinan-2-one (100 mg, 0.24 mmol) was dissolved in acetone (2 mL), and cooled in an ice bath. Jones reagent (0.2 mL) was slowly added to the mixture and the reaction mixture was stirred overnight. Solvent was removed in vacuo and the obtained residue was purified by preparative HPLC to afford 2-(3-(2′,4′-dif... The reactants are [N+](=O)([O-])C1=CC=C(C=C1)NN1C=NN=C1 (4-[(4-nitrophenyl)amino ]-4H-1,2,4-triazole), ClCC1=CC2=C(N(N=N2)C)C=C1 (5-chloromethyl-1-methyl-1H-benzotriazole). Product: CN1N=NC2=C1C=CC(=C2)CN(N2C=NN=C2)C2=CC=C(C=C2)[N+](=O)[O-] (1-Methyl-5-[[N-(4-nitrophenyl)-N-(4H-1,2,4-triazol-4-yl)amino]methyl]-1H-benzotriazole). Reaction SMILES: [N+:1]([C:4]1[CH:9]=[CH:8][C:7]([NH:10][N:11]2[CH:15]=[N:14][N:13]=[CH:12]2)=[CH:6][CH:5]=1)([O-:3])=[O:2].Cl[CH2:17][C:18]1[CH:27]=[CH:26][C:21]2[N:22]([CH3:25])[N:23]=[N:24][C:20]=2[CH:19]=1>>[CH3:25][N:22]1[C:21]2[CH:26]=[CH:27][C:18]([CH2:17][N:10]([C:7]3[CH:6]=[CH:5][C:4]([N+:1]([O-:3])=[O:2])=[CH:9][CH:8]=3)[N:11]3[CH:15]=[N:14][N:13]=[CH:12]3)=[CH:19][C:20]=2[N:24]=[N:23]1. Procedure details: Starting Compounds: 4-[(4-nitrophenyl)amino ]-4H-1,2,4-triazole and 5-chloromethyl-1-methyl-1H-benzotriazole Starting materials: ClC1=C(C(=O)Cl)C=CC=N1 (2-chloronicotinoyl chloride), [S-]C#N.[NH4+] (ammonium thiocyanate), CNC1=CSC=C1 (3-(methylamino)thiophene). Run in CC(=O)C (acetone). The product is CN(C1=CSC=C1)C=1SC2=C(C(N1)=O)C=CC=N2 (2-[N-methyl-N-(3-thienyl)amino)-4H-pyrido[3,2-e]-1,3-thiazin-4-one). Yield: 26.3%. RXN SMILES: Cl[C:2]1[N:10]=[CH:9][CH:8]=[CH:7][C:3]=1[C:4](Cl)=[O:5].[S-:11][C:12]#[N:13].[NH4+].[CH3:15][NH:16][C:17]1[CH:21]=[CH:20][S:19][CH:18]=1>CC(C)=O>[CH3:15][N:16]([C:12]1[S:11][C:2]2[N:10]=[CH:9][CH:8]=[CH:7][C:3]=2[C:4](=[O:5])[N:13]=1)[C:17]1[CH:21]=[CH:20][S:19][CH:18]=1 |f:1.2|. Procedure: The reaction procedure of Example 102 was followed except that 560 mg of 2-chloronicotinoyl chloride, 242 mg of ammonium thiocyanate, 360 mg of 3-(methylamino)thiophene and 10 ml of acetone were used. The product was then recrystallized from a mixture of ethanol and chloroform to obtain 230 mg of 2-[N-methyl-N-(3-thienyl)amino)-4H-pyrido[3,2-e]-1,3-thiazin-4-one.